This data is from the Open Reaction Database (ORD), a public repository of structured organic reaction records. The task is: describe an organic reaction: reactants, conditions, products, and yield Starting materials: FC1=C(C#N)C=CC(=C1)N1C2=CC=CC=C2C=2C(=CC=CC12)C1=NC2=C(N1)C=C(C=C2)F (2-fluoro-4-[4-(6-fluoro-1H-benzimidazol-2-yl)carbazol-9-yl]benzonitrile), aqueous solution, [OH-].[Na+] (sodium hydroxide), aqueous solution, OO (hydrogen peroxide), C([O-])([O-])=O.[K+].[K+] (potassium carbonate), NCC(C)O (1-amino-2(R,S)-propanol). Run in CS(=O)C (dimethyl sulphoxide), C(C)O (ethanol). Product: FC=1C=CC2=C(NC(=N2)C2=CC=CC=3N(C4=CC=CC=C4C23)C2=CC(=C(C(=O)N)C=C2)NCC(C)O)C1 (4-[4-(6-fluoro-1H-benzimidazol-2-yl)-9H-carbazol-9-yl]-2-(2(R,S)-hydroxypropylamino)benzamide). As a reaction SMILES: F[C:2]1[CH:9]=[C:8]([N:10]2[C:22]3[CH:21]=[CH:20][CH:19]=[C:18]([C:23]4[NH:27][C:26]5[CH:28]=[C:29]([F:32])[CH:30]=[CH:31][C:25]=5[N:24]=4)[C:17]=3[C:16]3[C:11]2=[CH:12][CH:13]=[CH:14][CH:15]=3)[CH:7]=[CH:6][C:3]=1[C:4]#[N:5].C(=O)([O-])[O-:34].[K+].[K+].[NH2:39][CH2:40][CH:41]([OH:43])[CH3:42].[OH-].[Na+].OO>CS(C)=O.C(O)C>[F:32][C:29]1[CH:30]=[CH:31][C:25]2[N:24]=[C:23]([C:18]3[C:17]4[C:16]5[C:11](=[CH:12][CH:13]=[CH:14][CH:15]=5)[N:10]([C:8]5[CH:7]=[CH:6][C:3]([C:4]([NH2:5])=[O:34])=[C:2]([NH:39][CH2:40][CH:41]([OH:43])[CH3:42])[CH:9]=5)[C:22]=4[CH:21]=[CH:20][CH:19]=3)[NH:27][C:26]=2[CH:28]=1 |f:1.2.3,5.6|. Procedure: The process is carried out as in stage 3 of Example 3, but using 300 mg of 2-fluoro-4-[4-(6-fluoro-1H-benzimidazol-2-yl)carbazol-9-yl]benzonitrile, obtained according to stage 2 of Example 3, 296 mg of potassium carbonate and 1.073 g of 1-amino-2(R,S)-propanol in 3 ml of dimethyl sulphoxide. 1.357 ml of a 1M aqueous solution of sodium hydroxide, 1.313 ml of a 30% aqueous solution of hydrogen peroxide and 7 ml of ethanol are then added to the reaction medium. After treatment as in stage 3 of Exam... RXN SMILES: [Na+:15].[Na+:16].[O-:17][S:18](=[O:19])(=[O:20])[O-:21].[O:1]1[CH2:2][CH2:3][C:4]([C:7](=[O:8])[O:9][CH3:10])([C:11](=[O:12])[O:13][CH3:14])[CH2:5][CH2:6]1.[O:22]1[CH2:23][CH2:24][CH2:25][CH2:26]1>>[O:1]1[CH2:2][CH2:3][C:4]([C:7](=[O:8])[O:9][CH3:10])([CH2:11][OH:12])[CH2:5][CH2:6]1. The reactants are [Na+], [Na+], O=S(=O)([O-])[O-], COC(=O)C1(C(=O)OC)CCOCC1, C1CCOC1. Product: COC(=O)C1(CO)CCOCC1. Reactants: BrC1C(C2=C(OC1(C)C)C=CC(=C2)S(=O)(=O)C2=CC=CC=C2)O (3-bromo-3,4-dihydro-2,2-dimethyl-6-phenylsulfonyl-2H-benzo[b]pyran-4-ol), N (NH3), C(C)O (ethanol). The product is NC1C2=C(OC(C1O)(C)C)C=CC(=C2)S(=O)(=O)C2=CC=CC=C2 (4-Amino-3,4-dihydro-2,2-dimethyl-6-phenylsulfonyl-2H-benzo[b]pyran-3-ol). RXN SMILES: Br[CH:2]1[C:7]([CH3:9])([CH3:8])[O:6][C:5]2[CH:10]=[CH:11][C:12]([S:14]([C:17]3[CH:22]=[CH:21][CH:20]=[CH:19][CH:18]=3)(=[O:16])=[O:15])=[CH:13][C:4]=2[CH:3]1O.[NH3:24].C([OH:27])C>>[NH2:24][CH:3]1[CH:2]([OH:27])[C:7]([CH3:8])([CH3:9])[O:6][C:5]2[CH:10]=[CH:11][C:12]([S:14]([C:17]3[CH:18]=[CH:19][CH:20]=[CH:21][CH:22]=3)(=[O:16])=[O:15])=[CH:13][C:4]1=2. Procedure: A solution of 3-bromo-3,4-dihydro-2,2-dimethyl-6-phenylsulfonyl-2H-benzo[b]pyran-4-ol in ethanol is shaken under a pressure of 8 bar of NH3 at 50° in an autoclave for 8 hours. The mixture is cooled and then evaporated to dryness and recrystallized from ethyl acetate. 4-Amino-3,4-dihydro-2,2-dimethyl-6-phenylsulfonyl-2H-benzo[b]pyran-3-ol of melting point: 160°-163°C. is obtained and is immediately subjected to acylation with 4-chlorobutyryl chloride. For this purpose, the substance is dissolved ...